describe an organic reaction: reactants, conditions, products, and yield From a dataset of the Open Reaction Database (ORD), a public repository of structured organic reaction records. The reactants are CC(=O)N1CCN(c2ccc(Nc3ncc(F)c(N4CCC(CN)CC4)n3)cc2)CC1, O=C(NC1CCNCC1)OCc1ccccc1. The product is CC(=O)N1CCN(c2ccc(Nc3ncc(F)c(N4CCC(NC(=O)OCc5ccccc5)CC4)n3)cc2)CC1. Reaction SMILES: [NH2:1][CH2:2][CH:3]1[CH2:4][CH2:5][N:6]([c:9]2[n:10][c:11]([NH:16][c:17]3[cH:18][cH:19][c:20]([N:23]4[CH2:24][CH2:25][N:26]([C:29]([CH3:30])=[O:31])[CH2:27][CH2:28]4)[cH:21][cH:22]3)[n:12][cH:13][c:14]2[F:15])[CH2:7][CH2:8]1.[NH:32]1[CH2:33][CH2:34][CH:35]([NH:38][C:39]([O:40][CH2:41][c:42]2[cH:43][cH:44][cH:45][cH:46][cH:47]2)=[O:48])[CH2:36][CH2:37]1>>[CH:3]1([NH:38][C:39]([O:40][CH2:41][c:42]2[cH:43][cH:44][cH:45][cH:46][cH:47]2)=[O:48])[CH2:4][CH2:5][N:6]([c:9]2[n:10][c:11]([NH:16][c:17]3[cH:18][cH:19][c:20]([N:23]4[CH2:24][CH2:25][N:26]([C:29]([CH3:30])=[O:31])[CH2:27][CH2:28]4)[cH:21][cH:22]3)[n:12][cH:13][c:14]2[F:15])[CH2:7][CH2:8]1. Starting materials: C(C1=CC=CC=C1)NC1=C(C=CC(=C1)[N+](=O)[O-])O (2-benzylamino-4-nitrophenol), C1(=CC=CC=C1)P(C1=CC=CC=C1)C1=CC=CC=C1 (triphenylphosphine), N(=NC(=O)OCC)C(=O)OCC (diethyl azodicarboxylate), CN1C(N(C(C=C1NCCNC(C1=CC=C(C=C1)[N+](=O)[O-])=O)=O)C)=O (1,3-dimethyl-6-[2-(4-nitrobenzoylamino)ethylamino]-2,4(1H,3H)-pyrimidinedione), CN1C(N(C(C=C1NCCNC(C1=CC=C(C=C1)[N+](=O)[O-])=O)=O)C)=O (1,3-dimethyl-6-[2-(4-nitrobenzoylamino)ethylamino]-2,4(1H,3H)-pyrimidinedione). Run in O1CCCC1 (tetrahydrofuran). The product is CN1C(N(C(C=C1N1CCN(CC1)CCCOC1=C(C=C(C=C1)[N+](=O)[O-])NCC1=CC=CC=C1)=O)C)=O (1,3-dimethyl-6-{4-[3-(2-benzylamino-4-nitrophenyloxy)propyl]piperazin-1yl}-2,4(1H,3H)-pyrimidinedione). Yield: 79.4%. As a reaction SMILES: [CH2:1]([NH:8][C:9]1[CH:14]=[C:13]([N+:15]([O-:17])=[O:16])[CH:12]=[CH:11][C:10]=1[OH:18])[C:2]1[CH:7]=[CH:6][CH:5]=[CH:4][CH:3]=1.[CH3:19][N:20]1[C:25]([NH:26][CH2:27][CH2:28][NH:29][C:30](=O)[C:31]2[CH:36]=CC([N+]([O-])=O)=CC=2)=[CH:24][C:23](=[O:41])[N:22]([CH3:42])[C:21]1=[O:43].[C:44]1(P(C2C=CC=CC=2)C2C=CC=CC=2)C=CC=C[CH:45]=1.N(C(OCC)=O)=NC(OCC)=O>O1CCCC1>[CH3:19][N:20]1[C:25]([N:26]2[CH2:27][CH2:28][N:29]([CH2:30][CH2:31][CH2:36][O:18][C:10]3[CH:11]=[CH:12][C:13]([N+:15]([O-:17])=[O:16])=[CH:14][C:9]=3[NH:8][CH2:1][C:2]3[CH:3]=[CH:4][CH:5]=[CH:6][CH:7]=3)[CH2:45][CH2:44]2)=[CH:24][C:23](=[O:41])[N:22]([CH3:42])[C:21]1=[O:43]. Procedure details: 0.7 g of 2-benzylamino-4-nitrophenol, 0.8 g of 1,3-dimethyl-6-[4-(3-hydroxypropyl)piperazin-1-yl]-2,4(1H,3H)-pyrimidinedione (Compound 139) and 0.9 g of triphenylphosphine were suspended in 20 ml of anhydrous tetrahydrofuran, followed by the addition of 0.65 g of diethyl azodicarboxylate. The thus-prepared mixture was treated in a similar manner to Example 84-(2), thereby obtaining 0.93 g of 1,3-dimethyl-6-{4-[3-(2-benzylamino-4-nitrophenyloxy)propyl]piperazin-1yl}-2,4(1H,3H)-pyrimidinedione as ... The reactants are Cl.FC(C1=C(C(C2=CC=CC=C2)OC2CNC2)C=CC=C1)(F)F (3-[2-(trifluoromethyl)benzhydryloxy]azetidine hydrochloride), [N-]=C=O (isocyanate), compound ( 10 ). Yields the product FC(C1=C(C(C2=CC=CC=C2)OC2CN(C2)C(=O)NCC2=CC=CC=C2)C=CC=C1)(F)F (3-[2-(trifluoromethyl)benzhydryloxy]-N-(benzyl)azetidine-1-carboxamide). Reaction SMILES: Cl.[F:2][C:3]([F:23])([F:22])[C:4]1[CH:21]=[CH:20][CH:19]=[CH:18][C:5]=1[CH:6]([O:13][CH:14]1[CH2:17][NH:16][CH2:15]1)[C:7]1[CH:12]=[CH:11][CH:10]=[CH:9][CH:8]=1.[N-:24]=[C:25]=[O:26]>>[F:23][C:3]([F:2])([F:22])[C:4]1[CH:21]=[CH:20][CH:19]=[CH:18][C:5]=1[CH:6]([O:13][CH:14]1[CH2:17][N:16]([C:25]([NH:24][CH2:3][C:4]2[CH:21]=[CH:20][CH:19]=[CH:18][CH:5]=2)=[O:26])[CH2:15]1)[C:7]1[CH:8]=[CH:9][CH:10]=[CH:11][CH:12]=1 |f:0.1|. Procedure: This material was prepared 3-[2-(trifluoromethyl)benzhydryloxy]azetidine hydrochloride (133) and the corresponding isocyanate using the procedure described for compound (10). Yields the product CCOC(=O)N1CCC(C)(N2CCC(N3C(=O)NC4CCCCC43)CC2)CC1. RXN SMILES: [CH3:1][C:2]1([N:8]2[CH2:9][CH2:10][CH:11]([N:14]3[C:15](=[O:23])[NH:16][CH:17]4[CH:18]3[CH2:19][CH2:20][CH2:21][CH2:22]4)[CH2:12][CH2:13]2)[CH2:3][CH2:4][NH:5][CH2:6][CH2:7]1.[CH:24]([N:25]([CH:26]([CH3:27])[CH3:28])[CH2:29][CH3:30])([CH3:31])[CH3:32].[Cl:33][C:34](=[O:35])[O:36][CH2:37][CH3:38].[Cl:44][CH2:45][Cl:46].[Na+:43].[O-:39][C:40]([OH:41])=[O:42]>>[CH3:1][C:2]1([N:8]2[CH2:9][CH2:10][CH:11]([N:14]3[C:15](=[O:23])[NH:16][CH:17]4[CH:18]3[CH2:19][CH2:20][CH2:21][CH2:22]4)[CH2:12][CH2:13]2)[CH2:3][CH2:4][N:5]([C:34](=[O:35])[O:36][CH2:37][CH3:38])[CH2:6][CH2:7]1. Starting materials: CC1(N2CCC(N3C(=O)NC4CCCCC43)CC2)CCNCC1, CCN(C(C)C)C(C)C, CCOC(=O)Cl, ClCCl, [Na+], O=C([O-])O. Starting materials: NN, N#Cc1nc(F)c(F)c(N)c1Cl. The product is N#Cc1nc(NN)c(F)c(N)c1Cl. Reaction SMILES: [NH2:13][NH2:14].[NH2:1][c:2]1[c:3]([Cl:12])[c:4]([C:10]#[N:11])[n:5][c:6]([F:9])[c:7]1[F:8]>>[NH2:1][c:2]1[c:3]([Cl:12])[c:4]([C:10]#[N:11])[n:5][c:6]([NH:13][NH2:14])[c:7]1[F:8]. The reactants are NCC(CC1CC2=CC=CC=C2CC1)(C)NC(C)C1=CC=CC=C1 (N-[2-Amino-1-methyl-1-(1,2,3,4-tetrahydro-2-naphthylmethyl)ethyl]-N-(1-phenylethyl)amine). Reagents/catalysts: [OH-].[OH-].[Pd+2] (Pd(OH)2). Run in C(C)(=O)O (acetic acid), CCO (EtOH). Conditions: time 20 hour. Yields the product CC(CN)(CC1CC2=CC=CC=C2CC1)N (2-Methyl-3-(1,2,3,4-tetrahydro-2-naphthyl)-1,2-propanediamine). As a reaction SMILES: [NH2:1][CH2:2][C:3]([NH:16]C(C1C=CC=CC=1)C)([CH3:15])[CH2:4][CH:5]1[CH2:14][CH2:13][C:12]2[C:7](=[CH:8][CH:9]=[CH:10][CH:11]=2)[CH2:6]1>C(O)(=O)C.CCO.[OH-].[OH-].[Pd+2]>[CH3:15][C:3]([NH2:16])([CH2:4][CH:5]1[CH2:14][CH2:13][C:12]2[C:7](=[CH:8][CH:9]=[CH:10][CH:11]=2)[CH2:6]1)[CH2:2][NH2:1] |f:3.4.5|. Procedure: A suspension of 0.50 g (1.55 mmol) of the compound obtained in Step 3 and 0.14 g of Pd(OH)2 in a mixture of 0.8 ml of acetic acid and 50 ml of EtOH is hydrogenated at 20° C. under 1 bar for 20 hours. After filtration of the mixture and concentration in vacuo, the residue is taken up in 1N aq. NaOH (10 ml) and extracted with CH2Cl2 (3×10 ml); the combined organic phases are washed with saturated aq. NaCl, dried and concentrated to yield the title compound in the form of an oil, which is used in t... The reactants are C(C)(=O)C1=C(C(=C(OCCCC(=O)O)C=C1)CCC)O (4-(4-Acetyl-3-hydroxy-2-propylphenoxy)butanoic acid), N1=CC(=CC=C1)CCN (3-pyridine ethanamine). The product is C(C)(=O)C1=C(C(=C(OCCCC(=O)NCCC=2C=NC=CC2)C=C1)CCC)O (4-(4-acetyl-3-hydroxy-2-propylphenoxy)-N-[2(3-pyridinyl)ethyl]butanamide). As a reaction SMILES: [C:1]([C:4]1[CH:16]=[CH:15][C:7]([O:8][CH2:9][CH2:10][CH2:11][C:12]([OH:14])=O)=[C:6]([CH2:17][CH2:18][CH3:19])[C:5]=1[OH:20])(=[O:3])[CH3:2].[N:21]1[CH:26]=[CH:25][CH:24]=[C:23]([CH2:27][CH2:28][NH2:29])[CH:22]=1>>[C:1]([C:4]1[CH:16]=[CH:15][C:7]([O:8][CH2:9][CH2:10][CH2:11][C:12]([NH:29][CH2:28][CH2:27][C:23]2[CH:22]=[N:21][CH:26]=[CH:25][CH:24]=2)=[O:14])=[C:6]([CH2:17][CH2:18][CH3:19])[C:5]=1[OH:20])(=[O:3])[CH3:2]. Procedure details: 4-(4-Acetyl-3-hydroxy-2-propylphenoxy)butanoic acid was allowed to react with 3-pyridine ethanamine according to procedure A and the product was purified by chromatography on silica gel to give 4-(4-acetyl-3-hydroxy-2-propylphenoxy)-N-[2(3-pyridinyl)ethyl]butanamide, the title compound, mp 94°-96° (from methylene chloride-ether) in 74% yield. Reactants: CCO, N#Cc1ccccc1, NO. The product is N=C(NO)c1ccccc1. RXN SMILES: [CH3:11][CH2:12][OH:13].[N:1]#[C:2][c:3]1[cH:4][cH:5][cH:6][cH:7][cH:8]1.[NH2:9][OH:10]>>[NH:1]=[C:2]([c:3]1[cH:4][cH:5][cH:6][cH:7][cH:8]1)[NH:9][OH:10].